This data is from the Open Reaction Database (ORD), a public repository of structured organic reaction records. The task is: describe an organic reaction: reactants, conditions, products, and yield Yield: 83.0%. Reaction SMILES: C[Si]([N-][Si](C)(C)C)(C)C.[Li+].C[Si](C)(C)[CH2:13][C:14]([O:16][CH3:17])=[O:15].[N+:20]([C:23]1[CH:32]=[C:31]2[C:26]([CH2:27][CH2:28][CH2:29][C:30]2=O)=[CH:25][CH:24]=1)([O-:22])=[O:21].O>C1COCC1>[N+:20]([C:23]1[CH:32]=[C:31]2[C:26]([CH2:27][CH2:28][CH2:29]/[C:30]/2=[CH:13]\[C:14]([O:16][CH3:17])=[O:15])=[CH:25][CH:24]=1)([O-:22])=[O:21] |f:0.1|. Procedure details: At −78° C., lithium bis(trimethylsilyl)amide, (1.0 M in hexanes) (5 mL, 28 mmol) was added slowly to a solution of methyl 2-(trimethylsilyl)acetate (4 g, 28 mmol) in THF (30 mL). The reaction was maintained at −78° C. for 16 minutes and then 7-nitro-1-tetralone 6.1 (available from Astratech) (3 g, 16 mmol) was added in one portion, and the resulting mixture was stirred at −78° C. and allowed to warm to room temperature for 20 hours. The resulting mixture was poured into water (30 mL) and then ex... The product is [N+](=O)([O-])C1=CC=C2CCC/C(/C2=C1)=C\C(=O)OC ((E)-Methyl 2-(7-nitro-3,4-dihydronaphthalen-1(2H)-ylidene)acetate). The solvent is hexanes, C1CCOC1 (THF). Starting materials: C[Si](C)(C)[N-][Si](C)(C)C.[Li+] (lithium bis(trimethylsilyl)amide), C[Si](CC(=O)OC)(C)C (methyl 2-(trimethylsilyl)acetate), O (water), [N+](=O)([O-])C1=CC=C2CCCC(C2=C1)=O (7-nitro-1-tetralone). Reaction conditions: temperature -78 celsius. Reactants: CCCCCCCCCCCC(=O)Cl, COc1cc(-c2nc(-c3ccc(N(C)C)cc3)c(C)[nH]2)ccc1O, O, c1ccncc1. Product: CCCCCCCCCCCC(=O)Oc1ccc(-c2nc(-c3ccc(N(C)C)cc3)c(C)[nH]2)cc1OC. As a reaction SMILES: [C:31]([CH2:32][CH2:33][CH2:34][CH2:35][CH2:36][CH2:37][CH2:38][CH2:39][CH2:40][CH2:41][CH3:42])(=[O:43])[Cl:44].[CH3:1][N:2]([c:3]1[cH:4][cH:5][c:6](-[c:9]2[n:10][c:11](-[c:15]3[cH:16][c:17]([O:22][CH3:23])[c:18]([OH:21])[cH:19][cH:20]3)[nH:12][c:13]2[CH3:14])[cH:7][cH:8]1)[CH3:24].[OH2:45].[cH:25]1[cH:26][cH:27][n:28][cH:29][cH:30]1>>[CH3:1][N:2]([c:3]1[cH:4][cH:5][c:6](-[c:9]2[n:10][c:11](-[c:15]3[cH:16][c:17]([O:22][CH3:23])[c:18]([O:21][C:31]([CH2:32][CH2:33][CH2:34][CH2:35][CH2:36][CH2:37][CH2:38][CH2:39][CH2:40][CH2:41][CH3:42])=[O:43])[cH:19][cH:20]3)[nH:12][c:13]2[CH3:14])[cH:7][cH:8]1)[CH3:24]. Reactants: ClCl.C(Cl)(Cl)(Cl)Cl (chlorine carbon tetrachloride), C(C)(C)C=1NC(=C(N1)CO)CO (2-isopropyl-4,5-bis(hydroxymethyl) imidazole). The solvent is C(C)O (ethanol). Run at time 1 hour. Yields the product C(C)(C)C=1NC(=C(N1)Cl)CO (2-isopropyl-4-chloro-5-(hydroxymethyl) imidazole). As a reaction SMILES: ClCl.[C:3]([Cl:7])(Cl)(Cl)Cl.[CH:8]([C:11]1[NH:12][C:13]([CH2:18][OH:19])=C(CO)[N:15]=1)([CH3:10])[CH3:9]>C(O)C>[CH:8]([C:11]1[NH:12][C:13]([CH2:18][OH:19])=[C:3]([Cl:7])[N:15]=1)([CH3:10])[CH3:9] |f:0.1|. Procedure: 26.3 Grams (15.6 mmol) of a 4.2% chlorine-carbon tetrachloride solution was dropwisely added to a solution consisting of 2.52 g (14.8 mmol) of the 2-isopropyl-4,5-bis(hydroxymethyl) imidazole and 200 ml of ethanol maintaining a temperature of 40° C. with stirring. After the dropwise addition has been finished, the stirring was continued at 40° C. for one hour and, then, the solvent was distilled off under reduced pressure. After the residual brown oil was dissolved in water, sodium carbonate was...